Dataset: the Open Reaction Database (ORD), a public repository of structured organic reaction records. Task: describe an organic reaction: reactants, conditions, products, and yield Reactants: ClC(Cl)Cl, Cl, FC(F)(F)c1ccc2c(Nc3ccccc3)ncnc2c1, CCN1CCCC1CN, [Na+], [Na+], O=C([O-])[O-], O=S(=O)(Cl)Cl. The product is CCN1CCCC1CNC(=O)c1ccc(Nc2ncnc3cc(C(F)(F)F)ccc23)cc1. Reaction SMILES: [CH:43]([Cl:44])([Cl:45])[Cl:46].[ClH:16].[F:22][C:23]([c:24]1[cH:25][cH:26][c:27]2[c:28]([NH:34][c:35]3[cH:36][cH:37][cH:38][cH:39][cH:40]3)[n:29][cH:30][n:31][c:32]2[cH:33]1)([F:41])[F:42].[NH2:1][CH2:2][CH:3]1[N:4]([CH2:8][CH3:9])[CH2:5][CH2:6][CH2:7]1.[Na+:10].[Na+:11].[O-:12][C:13]([O-:14])=[O:15].[S:17]([Cl:18])([Cl:19])(=[O:20])=[O:21]>>[NH:1]([CH2:2][CH:3]1[N:4]([CH2:8][CH3:9])[CH2:5][CH2:6][CH2:7]1)[C:13](=[O:15])[c:38]1[cH:37][cH:36][c:35]([NH:34][c:28]2[c:27]3[cH:26][cH:25][c:24]([C:23]([F:22])([F:41])[F:42])[cH:33][c:32]3[n:31][cH:30][n:29]2)[cH:40][cH:39]1. Starting materials: C(C1=CC=CC=C1)OC1=C2C(C(=O)N(C2=O)CP(O)(=O)CC(CC(C)C)C(N[C@@H](CC(C)C)C(NC)=O)=O)=CC=C1 ([[3-(benzyloxy)phthalimido]methyl][(RS)-4-methyl-2-[[(S)-3-methyl-1-(methylcarbamoyl)butyl]carbamoyl]pentyl]phosphinic acid). The solvent is CO (methanol), [Pd] (palladium-on-charcoal). Conditions: time 4 hour. Product: OC1=C2C(C(=O)N(C2=O)CP(O)(=O)CC(CC(C)C)C(N[C@@H](CC(C)C)C(NC)=O)=O)=CC=C1 ([(3-hydroxyphthalimido)methyl][(RS)-4-methyl-2-[[(S)-3-methyl-1-(methylcarbamoyl)butyl]carbamoyl]pentyl]phosphinic acid). RXN SMILES: C([O:8][C:9]1[CH:41]=[CH:40][CH:39]=[C:11]2[C:12]([N:14]([CH2:17][P:18]([CH2:21][CH:22]([C:27](=[O:38])[NH:28][C@H:29]([C:34](=[O:37])[NH:35][CH3:36])[CH2:30][CH:31]([CH3:33])[CH3:32])[CH2:23][CH:24]([CH3:26])[CH3:25])(=[O:20])[OH:19])[C:15](=[O:16])[C:10]=12)=[O:13])C1C=CC=CC=1>CO.[Pd]>[OH:8][C:9]1[CH:41]=[CH:40][CH:39]=[C:11]2[C:12]([N:14]([CH2:17][P:18]([CH2:21][CH:22]([C:27](=[O:38])[NH:28][C@H:29]([C:34](=[O:37])[NH:35][CH3:36])[CH2:30][CH:31]([CH3:32])[CH3:33])[CH2:23][CH:24]([CH3:26])[CH3:25])(=[O:19])[OH:20])[C:15](=[O:16])[C:10]=12)=[O:13]. Procedure: 0.2 g of [[3-(benzyloxy)phthalimido]methyl][(RS)-4-methyl-2-[[(S)-3-methyl-1-(methylcarbamoyl)butyl]carbamoyl]pentyl]phosphinic acid was dissolved in 50 ml of methanol containing 0.1 g of 10% palladium-on-charcoal. The mixture was hydrogenated for 4 hours and then filtered. The filtrate was evaporated to give 0.16 g of [[(3-hydroxyphthalimido)methyl][(RS)-4-methyl-2-[[(S)-3-methyl-1-(methylcarbamoyl)butyl]carbamoyl]pentyl]phosphinic acid in the form of an off-white foam. Reactants: CN([SiH](C)C)[Si](C)(C)C, Cc1ccccc1, NC(=O)C(Cl)(Cl)Cl, N, O=C1NS(=O)(=O)c2ccccc21. Yields the product C[Si](C)(C)NC(=O)C(Cl)(Cl)Cl. Reaction SMILES: [CH3:20][SiH:21]([CH3:22])[N:27]([Si:23]([CH3:24])([CH3:25])[CH3:26])[CH3:28].[CH3:30][c:31]1[cH:32][cH:33][cH:34][cH:35][cH:36]1.[Cl:1][C:2]([C:3](=[O:4])[NH2:5])([Cl:6])[Cl:7].[NH3:29].[O:8]=[C:9]1[c:10]2[c:11]([cH:12][cH:13][cH:14][cH:15]2)[S:16](=[O:17])(=[O:18])[NH:19]1>>[Cl:1][C:2]([C:3](=[O:4])[NH:5][Si:23]([CH3:24])([CH3:25])[CH3:26])([Cl:6])[Cl:7]. The reactants are (E)-3-Phenyl-2-propanol, NC(=CC(=O)OCC)C (ethyl 3-amino-2-butenoate), N1CCCCC1 (piperidine). The solvent is C(C)O (ethanol). The product is CC=1NC=CC(C1C(=O)OCC)C1=CC=CC=C1 (ethyl 1,4-dihydro-2-methyl-4-phenyl-3-pyridinecarboxylate). As a reaction SMILES: [NH2:1][C:2]([CH3:9])=[CH:3][C:4]([O:6][CH2:7][CH3:8])=[O:5].N1[CH2:15][CH2:14][CH2:13][CH2:12][CH2:11]1>C(O)C>[CH3:9][C:2]1[NH:1][CH:11]=[CH:12][CH:13]([C:14]2[CH:15]=[CH:4][CH:3]=[CH:2][CH:9]=2)[C:3]=1[C:4]([O:6][CH2:7][CH3:8])=[O:5]. Procedure details: (E)-3-Phenyl-2-propanol (13.8 ml, 0.11 mol) and ethyl 3-amino-2-butenoate (12.9 g, 0.1 mol) were dissolved in 150 ml of absolute ethanol containing 0.5 ml of piperidine. The mixture was heated under reflux for 18 hours followed by removal of the solvent under vacuum to yield 17.6 g of ethyl 1,4-dihydro-2-methyl-4-phenyl-3-pyridinecarboxylate as a brown viscous oil.